Dataset: the Open Reaction Database (ORD), a public repository of structured organic reaction records. Task: describe an organic reaction: reactants, conditions, products, and yield The reactants are CCN(CC)CCOc1ccc2[nH]c(C=O)cc2c1, C1CCNCC1, CCO, O=C1Cc2cc(-c3ccccc3)ccc2N1. Yields the product CCN(CC)CCOc1ccc2[nH]c(C=C3C(=O)Nc4ccc(-c5ccccc5)cc43)cc2c1. As a reaction SMILES: [CH2:17]([CH3:18])[N:19]([CH2:20][CH2:21][O:22][c:23]1[cH:24][c:25]2[cH:26][c:27]([CH:32]=[O:33])[nH:28][c:29]2[cH:30][cH:31]1)[CH2:34][CH3:35].[CH2:36]1[CH2:37][CH2:38][NH:39][CH2:40][CH2:41]1.[CH3:42][CH2:43][OH:44].[c:1]1(-[c:7]2[cH:8][c:9]3[c:13]([cH:14][cH:15]2)[NH:12][C:11](=[O:16])[CH2:10]3)[cH:2][cH:3][cH:4][cH:5][cH:6]1>>[c:1]1(-[c:7]2[cH:8][c:9]3[c:13]([cH:14][cH:15]2)[NH:12][C:11](=[O:16])[C:10]3=[CH:32][c:27]2[cH:26][c:25]3[cH:24][c:23]([O:22][CH2:21][CH2:20][N:19]([CH2:17][CH3:18])[CH2:34][CH3:35])[cH:31][cH:30][c:29]3[nH:28]2)[cH:2][cH:3][cH:4][cH:5][cH:6]1. Reactants: [Br-], CC(C)(C)OC(=O)N1CCC(CO)C1, CC1(C)CCCC(C)(C)N1O, ClCCl, [O-]Cl, [K+], [Na+], [Na+], O=C([O-])O, O. Product: CC(C)(C)OC(=O)N1CCC(C=O)C1. As a reaction SMILES: [Br-:30].[C:1]([CH3:2])([CH3:3])([CH3:4])[O:5][C:6](=[O:7])[N:8]1[CH2:9][CH:10]([CH2:13][OH:14])[CH2:11][CH2:12]1.[CH3:18][C:19]1([CH3:28])[N:20]([O:21])[C:22]([CH3:23])([CH3:24])[CH2:25][CH2:26][CH2:27]1.[Cl:15][CH2:16][Cl:17].[Cl:31][O-:32].[K+:29].[Na+:33].[Na+:39].[O-:35][C:36]([OH:37])=[O:38].[OH2:34]>>[C:1]([CH3:2])([CH3:3])([CH3:4])[O:5][C:6](=[O:7])[N:8]1[CH2:9][CH:10]([CH:13]=[O:14])[CH2:11][CH2:12]1. Starting materials: CC(c1cccc2ccccc12)N(CC1CCN(C(=O)Oc2ccc(C(=O)O)cc2)CC1c1ccccc1)C(=O)OC(C)(C)C, C1COCCO1, Cl, C1COCCO1. Product: Cl, CC(NCC1CCN(C(=O)Oc2ccc(C(=O)O)cc2)CC1c1ccccc1)c1cccc2ccccc12. RXN SMILES: [C:1]([O:2][C:3](=[O:4])[N:8]([CH:9]([CH3:10])[c:11]1[cH:12][cH:13][cH:14][c:15]2[cH:16][cH:17][cH:18][cH:19][c:20]12)[CH2:21][CH:22]1[CH:23]([c:40]2[cH:41][cH:42][cH:43][cH:44][cH:45]2)[CH2:24][N:25]([C:28](=[O:29])[O:30][c:31]2[cH:32][cH:33][c:34]([C:35](=[O:36])[OH:37])[cH:38][cH:39]2)[CH2:26][CH2:27]1)([CH3:5])([CH3:6])[CH3:7].[CH2:53]1[O:54][CH2:55][CH2:56][O:57][CH2:58]1.[ClH:52].[O:46]1[CH2:47][CH2:48][O:49][CH2:50][CH2:51]1>>[ClH:52].[NH:8]([CH:9]([CH3:10])[c:11]1[cH:12][cH:13][cH:14][c:15]2[cH:16][cH:17][cH:18][cH:19][c:20]12)[CH2:21][CH:22]1[CH:23]([c:40]2[cH:41][cH:42][cH:43][cH:44][cH:45]2)[CH2:24][N:25]([C:28](=[O:29])[O:30][c:31]2[cH:32][cH:33][c:34]([C:35](=[O:36])[OH:37])[cH:38][cH:39]2)[CH2:26][CH2:27]1. The reactants are OCC1=C(N2C(S1)=CN=C2)C (2-hydroxymethyl-3-methylimidazo[5,1-b]thiazole), C(C=C)OC(=O)NS(=O)(=O)N (N-allyloxycarbonyl-N-aminosulfonylamine), C1(=CC=CC=C1)P(C1=CC=CC=C1)C1=CC=CC=C1 (triphenylphosphine), N(=NC(=O)OCC)C(=O)OCC (diethyl azodicarboxylate). The solvent is ClCCl (dichloromethane), O1CCCC1 (tetrahydrofuran). Conditions: time 110 minute. The product is C(C=C)OC(=O)N(S(=O)(=O)N)CC1=C(N2C(S1)=CN=C2)C (2-(N-allyloxycarbonyl-N-aminosulfonylamino)methyl-3-methylimidazo[5,1-b]thiazole). The yield is 29.1%. RXN SMILES: N(C(OCC)=O)=NC(OCC)=O.O[CH2:14][C:15]1[S:19][C:18]2=[CH:20][N:21]=[CH:22][N:17]2[C:16]=1[CH3:23].[CH2:24]([O:27][C:28]([NH:30][S:31]([NH2:34])(=[O:33])=[O:32])=[O:29])[CH:25]=[CH2:26].C1(P(C2C=CC=CC=2)C2C=CC=CC=2)C=CC=CC=1>ClCCl.O1CCCC1>[CH2:24]([O:27][C:28]([N:30]([CH2:14][C:15]1[S:19][C:18]2=[CH:20][N:21]=[CH:22][N:17]2[C:16]=1[CH3:23])[S:31]([NH2:34])(=[O:33])=[O:32])=[O:29])[CH:25]=[CH2:26]. Reported procedure: Under an argon atmosphere at -37° C., 0.51 ml of diethyl azodicarboxylate was added dropwise to 6.7 ml of an anhydrous tetrahydrofuran solution containing 365 mg of 2-hydroxymethyl-3-methylimidazo[5,1-b]thiazole, 586 mg of N-allyloxycarbonyl-N-aminosulfonylamine and 854 mg of triphenylphosphine, and the mixture was then stirred at -37° C. to -20° C. for 110 minutes. The solvent was evaporated under reduced pressure to obtain an oil, and this oil was then suspended in 50 ml of dichloromethane. Fu... The reactants are BrB(Br)Br, COc1ccccc1-c1cn[nH]c1, ClCCl. Product: Oc1ccccc1-c1cn[nH]c1. As a reaction SMILES: [B:14]([Br:15])([Br:16])[Br:17].[CH3:1][O:2][c:3]1[c:4](-[c:9]2[cH:10][n:11][nH:12][cH:13]2)[cH:5][cH:6][cH:7][cH:8]1.[Cl:18][CH2:19][Cl:20]>>[OH:2][c:3]1[c:4](-[c:9]2[cH:10][nH:11][n:12][cH:13]2)[cH:5][cH:6][cH:7][cH:8]1. Reactants: [OH-].[Na+] (sodium hydroxide), CC1(OB(OC1(C)C)C1=C2C=CNC2=CC=C1)C (4-(4,4,5,5-tetramethyl-[1,3,2]dioxaborolan-2-yl)-1H-indole), Cl.BrC1=CC=NC=C1 (4-bromopyridine hydrochloride). The reagents and catalysts are [Pd] (Palladium). The solvent is C1CCOC1 (THF). Conditions: temperature 70 celsius, time 6 hour. The product is N1=CC=C(C=C1)C1=C2C=CNC2=CC=C1 (4-pyridin-4-yl-1H-indole). Isolated yield 90.9%. Reaction SMILES: [OH-].[Na+].CC1(C)C(C)(C)OB([C:11]2[CH:19]=[CH:18][CH:17]=[C:16]3[C:12]=2[CH:13]=[CH:14][NH:15]3)O1.Cl.Br[C:23]1[CH:28]=[CH:27][N:26]=[CH:25][CH:24]=1>[Pd].C1COCC1>[N:26]1[CH:27]=[CH:28][C:23]([C:11]2[CH:19]=[CH:18][CH:17]=[C:16]3[C:12]=2[CH:13]=[CH:14][NH:15]3)=[CH:24][CH:25]=1 |f:0.1,3.4|. Reported procedure: Palladium catalyst Pd(PPh3)4 (1.00 g, 0.87 mmol) and freshly prepared aqueous sodium hydroxide(4.63 g, 115.9 mmol in 42 mL water) were added to a mixture of 4-(4,4,5,5-tetramethyl-[1,3,2]dioxaborolan-2-yl)-1H-indole (7.03 g, 28.9 mmol) and 4-bromopyridine hydrochloride (5.68 g, 29.2 mmol) in THF (98 mL). The system was degassed and then purged three times with nitrogen. The mixture was stirred under nitrogen at 70° C. in an oil bath for 6 hours. It was then cooled to room temperature and ethyl a... Starting materials: C(C1=CC=CC=C1)ON1C(N(C2=C(C1=O)C=C(C(=N2)N2CCCC2)F)C2=CC=C(C=C2)F)=O (3-benzyloxy-6-fluoro-1-(4-fluorophenyl)-7-pyrrolidin-1-yl-1H-pyrido[2,3-d]pyrimidine-2,4-dione), [H][H] (hydrogen). The reagents and catalysts are [Pd] (Pd/C). Run in C1CCOC1 (THF). Product: FC1=CC2=C(N(C(N(C2=O)O)=O)C2=CC=C(C=C2)F)N=C1N1CCCC1 (6-Fluoro-1-(4-fluorophenyl)-3-hydroxy-7-pyrrolidin-1-yl-1H-pyrido[2,3-d]pyrimidine-2,4-dione). The yield is 109.3%. Reaction SMILES: C([O:8][N:9]1[C:14](=[O:15])[C:13]2[CH:16]=[C:17]([F:25])[C:18]([N:20]3[CH2:24][CH2:23][CH2:22][CH2:21]3)=[N:19][C:12]=2[N:11]([C:26]2[CH:31]=[CH:30][C:29]([F:32])=[CH:28][CH:27]=2)[C:10]1=[O:33])C1C=CC=CC=1.[H][H]>C1COCC1.[Pd]>[F:25][C:17]1[C:18]([N:20]2[CH2:21][CH2:22][CH2:23][CH2:24]2)=[N:19][C:12]2[N:11]([C:26]3[CH:27]=[CH:28][C:29]([F:32])=[CH:30][CH:31]=3)[C:10](=[O:33])[N:9]([OH:8])[C:14](=[O:15])[C:13]=2[CH:16]=1. Reported procedure: Twenty percent Pd/C (70 mg) was added to a solution of 3-benzyloxy-6-fluoro-1-(4-fluorophenyl)-7-pyrrolidin-1-yl-1H-pyrido[2,3-d]pyrimidine-2,4-dione (Example N-4, 0.15 g, 0.33 mmol) in 25 mL of THF, and this was shaken under 50 PSI of hydrogen for 17.5 hours. The mixture was filtered and concentrated to give 0.13 g of the title compound as a solid, mp 172-174° C. Starting materials: FC=1C=C(C=CC1)N1N=CN=C1 (1-(3-Fluorophenyl)-1,2,4-triazole), C=O (formaldehyde). Run at temperature 150 celsius. The product is FC=1C=C(C=CC1)N1N=CN=C1CO (1-(3-Fluorophenyl)-5-hydroxymethyl-1,2,4-triazole). RXN SMILES: [F:1][C:2]1[CH:3]=[C:4]([N:8]2[CH:12]=[N:11][CH:10]=[N:9]2)[CH:5]=[CH:6][CH:7]=1.[CH2:13]=[O:14]>>[F:1][C:2]1[CH:3]=[C:4]([N:8]2[C:12]([CH2:13][OH:14])=[N:11][CH:10]=[N:9]2)[CH:5]=[CH:6][CH:7]=1. Procedure: A mixture of the crude 1-(3-Fluorophenyl)-1,2,4-triazole and formaldehyde (10 mL of 37 wt % in water) is heated at 150° C. in a sealed tube for 48 h. After cooling the reaction vessel, the reaction mixture is extracted with dichloromethane, dried (MgSO4), concentrated, and the residue purified using silica gel chromatography to afford 1-(3-Fluorophenyl)-5-hydroxymethyl-1,2,4-triazole. 1H NMR (CDCl3) δ 8.02 (s, 1H), 7.42-7.53 (m, 3H), 7.22-7.29 (m, 1H), 4.81 (s, 2H). LCMS 194.2 (MH−). The product is BrCCCC(CCCC(CCCC(C)C)C)C (1-Bromo-4,8,12-trimethyltridecane). The reactants are BrBr (bromine), CC(CCCO)CCCC(CCCC(C)C)C (4,8,12-trimethyltridecanol), C1(=CC=CC=C1)P(C1=CC=CC=C1)C1=CC=CC=C1 (triphenylphosphine), S(=O)(=O)([O-])[O-].[Ca+2] (calcium sulfate). Run in O (water), CCCCCC (hexane), CN(C=O)C (dimethylformamide). As a reaction SMILES: [CH3:1][CH:2]([CH2:7][CH2:8][CH2:9][CH:10]([CH3:17])[CH2:11][CH2:12][CH2:13][CH:14]([CH3:16])[CH3:15])[CH2:3][CH2:4][CH2:5]O.S([O-])([O-])(=O)=O.[Ca+2].C1(P(C2C=CC=CC=2)C2C=CC=CC=2)C=CC=CC=1.[Br:43]Br>O.CCCCCC.CN(C)C=O>[Br:43][CH2:5][CH2:4][CH2:3][CH:2]([CH3:1])[CH2:7][CH2:8][CH2:9][CH:10]([CH3:17])[CH2:11][CH2:12][CH2:13][CH:14]([CH3:16])[CH3:15] |f:1.2|. Procedure details: Into a 250 ml, three-necked, round-bottom flask equipped with a thermometer, serum cap, argon blubber and a magnetic stir bar was added 10 g (40 mmol) of 4,8,12-trimethyltridecanol, 30 ml of purified dimethylformamide (DMF) (stored over calcium sulfate prior to distillation) and 11.2 g (43 mmol) of triphenylphosphine. The solution was cooled to 0° C. before 2.19 ml (43 mmol) of bromine was added via syringe at such a rate that the temperature remained below 30° C. At the end of the addition a pe... The reactants are c1c2c(cc3c1OCO3)CCNCC2, O=C(Cl)CCl, [Na+], [OH-], O, c1ccccc1. Product: O=C(CCl)N1CCc2cc3c(cc2CC1)OCO3. RXN SMILES: [CH2:1]1[O:2][c:3]2[cH:4][c:5]3[c:6]([cH:12][c:13]2[O:14]1)[CH2:7][CH2:8][NH:9][CH2:10][CH2:11]3.[Cl:23][CH2:24][C:25](=[O:26])[Cl:27].[Na+:22].[OH-:21].[OH2:28].[cH:15]1[cH:16][cH:17][cH:18][cH:19][cH:20]1>>[CH2:1]1[O:2][c:3]2[cH:4][c:5]3[c:6]([cH:12][c:13]2[O:14]1)[CH2:7][CH2:8][N:9]([C:25]([CH2:24][Cl:23])=[O:26])[CH2:10][CH2:11]3.